This data is from the Open Reaction Database (ORD), a public repository of structured organic reaction records. The task is: describe an organic reaction: reactants, conditions, products, and yield Reactants: CC(=O)Cl, CSc1nccc(-c2cc3c(N)n[nH]c3nc2-c2cccc(C(F)(F)F)c2)n1, c1ccncc1. The product is CSc1nccc(-c2cc3c(NC(C)=O)n[nH]c3nc2-c2cccc(C(F)(F)F)c2)n1. Reaction SMILES: [CH3:29][C:30]([Cl:31])=[O:32].[NH2:1][c:2]1[n:3][nH:4][c:5]2[n:6][c:7](-[c:19]3[cH:20][c:21]([C:25]([F:26])([F:27])[F:28])[cH:22][cH:23][cH:24]3)[c:8](-[c:11]3[n:12][c:13]([S:17][CH3:18])[n:14][cH:15][cH:16]3)[cH:9][c:10]12.[cH:33]1[cH:34][cH:35][n:36][cH:37][cH:38]1>>[NH:1]([c:2]1[n:3][nH:4][c:5]2[n:6][c:7](-[c:19]3[cH:20][c:21]([C:25]([F:26])([F:27])[F:28])[cH:22][cH:23][cH:24]3)[c:8](-[c:11]3[n:12][c:13]([S:17][CH3:18])[n:14][cH:15][cH:16]3)[cH:9][c:10]12)[C:30]([CH3:29])=[O:32]. Starting materials: [OH-].[Na+] (sodium hydroxide), NC=1SC(=NN1)CN(CC)CC (2-amino-5-diethylaminomethyl-1,3,4-thiadiazole), BrCC(=O)C1=CC=CC=C1 (ω-bromo-acetophenone), O (water). Run in CN(C=O)C (dimethylformamide). Yields the product C(C)N(CC)CC1=NN2C(S1)=NC(=C2)C2=CC=CC=C2 (2-Diethylaminomethyl-6-phenyl-imidazo[2,1-b]-1,3,4-thiadiazole). As a reaction SMILES: [NH2:1][C:2]1[S:3][C:4]([CH2:7][N:8]([CH2:11][CH3:12])[CH2:9][CH3:10])=[N:5][N:6]=1.Br[CH2:14][C:15]([C:17]1[CH:22]=[CH:21][CH:20]=[CH:19][CH:18]=1)=O.O.[OH-].[Na+]>CN(C)C=O>[CH2:9]([N:8]([CH2:7][C:4]1[S:3][C:2]2=[N:1][C:15]([C:17]3[CH:22]=[CH:21][CH:20]=[CH:19][CH:18]=3)=[CH:14][N:6]2[N:5]=1)[CH2:11][CH3:12])[CH3:10] |f:3.4|. Procedure details: 18.6 g (0.1 mol) of 2-amino-5-diethylaminomethyl-1,3,4-thiadiazole and 19.9 g of ω-bromo-acetophenone in 70 mL of dimethylformamide are warmed at 150° C. for 3 hours. 150 ml of water are added to the cooled reaction mixture and the mixture is neutralised with 20% strength sodium hydroxide solution. The precipitate is filtered off with suction. After recrystallisation from acetonitrile, 11.5 g (40.2%) of melting point 138° C. remain. The reactants are C(C1=CC=CC=C1)SC1=NN2C(C(=CC=C2)[N+](=O)[O-])=N1 (2-Benzylthio-8-nitro[1,2,4]triazolo[1,5-a]pyridine), C(C)(=O)O (acetic acid), CCOCC (ether). As a reaction SMILES: [CH2:1]([S:8][C:9]1[N:20]=[C:12]2[C:13]([N+:17]([O-])=O)=[CH:14][CH:15]=[CH:16][N:11]2[N:10]=1)[C:2]1[CH:7]=[CH:6][CH:5]=[CH:4][CH:3]=1.C(O)(=O)C.CCOCC>O.ClCCl.[Fe]>[NH2:17][C:13]1[C:12]2[N:11]([N:10]=[C:9]([S:8][CH2:1][C:2]3[CH:3]=[CH:4][CH:5]=[CH:6][CH:7]=3)[N:20]=2)[CH:16]=[CH:15][CH:14]=1. Reagents/catalysts: [Fe] (iron). Solvent: O (water), ClCCl (dichloromethane). Yields the product NC=1C=2N(C=CC1)N=C(N2)SCC2=CC=CC=C2 (8-Amino-2-benzylthio-[1,2,4]triazolo[1,5-a]pyridine). The yield is 68.0%. Reaction conditions: time 6 hour. Procedure: 2-Benzylthio-8-nitro[1,2,4]triazolo[1,5-a]pyridine (174.0 g, 0.61 mol), iron filings (204.2 g, 3.65 mol) and acetic acid (2 L) were combined and heated with stirring at 70°-80° C. for 6 hours. The reaction mixture was cooled and diluted with water and dichloromethane. The resulting mixture was filtered through Celite®, the liquid phases in the filtrate were separated, and the aqueous layer was extracted with a little more dichloromethane. The organic phase and extract were combined and washed se... Reactants: [Br-], CC(C)(C)c1csc(-c2cc3cc(C=O)ccc3o2)n1, CCOC(=O)c1ccccc1C[P+](c1ccccc1)(c1ccccc1)c1ccccc1, CC#N, C1CCC2=NCCCN2CC1. The product is CCOC(=O)c1ccccc1C=Cc1ccc2oc(-c3nc(C(C)(C)C)cs3)cc2c1. As a reaction SMILES: [Br-:1].[C:33]([CH3:34])([CH3:35])([CH3:36])[c:37]1[n:38][c:39](-[c:42]2[o:43][c:44]3[c:45]([cH:46]2)[cH:47][c:48]([CH:51]=[O:52])[cH:49][cH:50]3)[s:40][cH:41]1.[CH2:2]([CH3:3])[O:4][C:5](=[O:6])[c:7]1[c:8]([CH2:9][P+:10]([c:11]2[cH:12][cH:13][cH:14][cH:15][cH:16]2)([c:17]2[cH:18][cH:19][cH:20][cH:21][cH:22]2)[c:23]2[cH:24][cH:25][cH:26][cH:27][cH:28]2)[cH:29][cH:30][cH:31][cH:32]1.[CH3:53][C:54]#[N:55].[N:56]12[CH2:57][CH2:58][CH2:59][N:60]=[C:61]1[CH2:62][CH2:63][CH2:64][CH2:65][CH2:66]2>>[CH2:2]([CH3:3])[O:4][C:5](=[O:6])[c:7]1[c:8]([CH:9]=[CH:51][c:48]2[cH:47][c:45]3[c:44]([o:43][c:42](-[c:39]4[n:38][c:37]([C:33]([CH3:34])([CH3:35])[CH3:36])[cH:41][s:40]4)[cH:46]3)[cH:50][cH:49]2)[cH:29][cH:30][cH:31][cH:32]1.